This data is from the Open Reaction Database (ORD), a public repository of structured organic reaction records. The task is: describe an organic reaction: reactants, conditions, products, and yield Reactants: FC(C(=O)Cl)(F)F (trifluoroacetyl chloride), FC(C(=O)[O-])(F)F.[NH+]1=CC=CC=C1 (pyridinium trifluoroacetate), FC(CO)(F)F (2,2,2-trifluoroethanol), FC(C(=O)Cl)(F)F (trifluoroacetyl chloride). Yields the product FC(C(=O)OCC(F)(F)F)(F)F (trifluoroethyl trifluoroacetate). Yield: 566.8%. RXN SMILES: [F:1][C:2]([F:7])([F:6])[C:3]([O-:5])=[O:4].[NH+]1C=CC=CC=1.[F:14][C:15]([F:19])([F:18])[CH2:16]O.FC(F)(F)C(Cl)=O>>[F:1][C:2]([F:7])([F:6])[C:3]([O:5][CH2:16][C:15]([F:19])([F:18])[F:14])=[O:4] |f:0.1|. Reported procedure: 30 g (0.16 mole) of pyridinium trifluoroacetate in 355 g (3.55 mole) of 2,2,2-trifluoroethanol were introduced as an initial charge into a laboratory circulating reactor apparatus (one-liter four-necked flask fitted with KPG stirrer, a Prominent pump, and a 30 cm column packed with Raschig rings), and the initial charge was circulated at an internal temperature of 54° C. 134 g (1.01 mole) of trifluoroacetyl chloride were subsequently metered into the flask via an immersed inlet tube over a perio... The reactants are C(CCC)[Sn](C#CC)(CCCC)CCCC (Tributyl-1-propynylstannane), COC1=CC=C(C=N1)CNC1=C(C(=O)NC2=CC(=C(C=C2)Br)C(F)(F)F)C=CC=C1 (2-[[6-methoxy-3-pyridinyl]methyl]amino-N-[4-bromo-3-(trifluoromethyl)-phenyl]benzamide), [OH-].[Na+] (sodium hydroxide). The reagents and catalysts are C=1C=CC(=CC1)[P](C=2C=CC=CC2)(C=3C=CC=CC3)[Pd]([P](C=4C=CC=CC4)(C=5C=CC=CC5)C=6C=CC=CC6)([P](C=7C=CC=CC7)(C=8C=CC=CC8)C=9C=CC=CC9)[P](C=1C=CC=CC1)(C=1C=CC=CC1)C=1C=CC=CC1 (tetrakis(triphenylphosphine)palladium). The solvent is C1(=CC=CC=C1)C (toluene). Run at temperature 100 celsius. Product: COC1=CC=C(C=N1)CNC1=C(C(=O)NC2=CC(=C(C=C2)C#CC)C(F)(F)F)C=CC=C1 (2-[[6-Methoxy-3-pyridinyl]methyl]amino-N-[4-(1-propynyl)-3-(trifluoromethyl)-phenyl]benzamide). Reaction SMILES: [CH3:1][O:2][C:3]1[N:8]=[CH:7][C:6]([CH2:9][NH:10][C:11]2[CH:30]=[CH:29][CH:28]=[CH:27][C:12]=2[C:13]([NH:15][C:16]2[CH:21]=[CH:20][C:19](Br)=[C:18]([C:23]([F:26])([F:25])[F:24])[CH:17]=2)=[O:14])=[CH:5][CH:4]=1.[CH2:31]([Sn](CCCC)(CCCC)C#CC)[CH2:32][CH2:33]C.[OH-].[Na+]>C1(C)C=CC=CC=1.C1C=CC([P]([Pd]([P](C2C=CC=CC=2)(C2C=CC=CC=2)C2C=CC=CC=2)([P](C2C=CC=CC=2)(C2C=CC=CC=2)C2C=CC=CC=2)[P](C2C=CC=CC=2)(C2C=CC=CC=2)C2C=CC=CC=2)(C2C=CC=CC=2)C2C=CC=CC=2)=CC=1>[CH3:1][O:2][C:3]1[N:8]=[CH:7][C:6]([CH2:9][NH:10][C:11]2[CH:30]=[CH:29][CH:28]=[CH:27][C:12]=2[C:13]([NH:15][C:16]2[CH:21]=[CH:20][C:19]([C:31]#[C:32][CH3:33])=[C:18]([C:23]([F:26])([F:25])[F:24])[CH:17]=2)=[O:14])=[CH:5][CH:4]=1 |f:2.3,^1:59,61,80,99|. Reported procedure: A stirred solution of 2-[[6-methoxy-3-pyridinyl]methyl]amino-N-[4-bromo-3-(trifluoromethyl)-phenyl]benzamide (Reference Example 1; 3.98 g, 8.3 mmol) in dry toluene (200 mL) is purged with argon for 20 minutes at 25° C. Tributyl-1-propynylstannane (4.1 g of 80%, 9.96 mmol) and tetrakis(triphenylphosphine)palladium (0) (260 mg) are then added and the resulting mixture is heated at 100° C. for 17 hours under an argon atmosphere. The mixture is then cooled, treated with an aqueous solution of sodium... The reactants are Cl (hydrochloric acid), C(=O)C1=C(OCC=2C=C(C(=O)OC)C=CC2)C=CC=C1OC (methyl 3-(2-formyl-3-methoxyphenoxy)methylbenzoate), [I-].[Mg+2].[I-] (magnesium iodide). Solvent: O1CCCC1 (tetrahydrofuran), CCOCC (ether). The product is C(=O)C1=C(OCC=2C=C(C(=O)OC)C=CC2)C=CC=C1O (methyl 3-(2-formyl-3-hydroxyphenoxy)methylbenzoate), ethyl acetate petrol. As a reaction SMILES: [CH:1]([C:3]1[C:20]([O:21]C)=[CH:19][CH:18]=[CH:17][C:4]=1[O:5][CH2:6][C:7]1[CH:8]=[C:9]([CH:14]=[CH:15][CH:16]=1)[C:10]([O:12][CH3:13])=[O:11])=[O:2].[I-].[Mg+2].[I-].Cl>O1CCCC1.CCOCC>[CH:1]([C:3]1[C:20]([OH:21])=[CH:19][CH:18]=[CH:17][C:4]=1[O:5][CH2:6][C:7]1[CH:8]=[C:9]([CH:14]=[CH:15][CH:16]=1)[C:10]([O:12][CH3:13])=[O:11])=[O:2] |f:1.2.3|. Procedure: To a stirred solution of methyl 3-(2-formyl-3-methoxyphenoxy)methylbenzoate (3 g, 0.01 M) in dry tetrahydrofuran (30 ml) was added dropwise a solution of magnesium iodide (4.13 g, 0.015 M) in dry ether (65 ml). The mixture was then stirred under reflux (51/2 hr). The cooled mixture was poured into 10% hydrochloric acid (55 ml). The organic layer was separated and the aqueous phase extracted with ethyl acetate. The combined organic solutions were washed with sodium bicarbonate solution, water, dr... Yield: 85.0%. Solvent: C(Cl)(Cl)Cl (CHCl3). Procedure: To a solution of ethyl 5-bromobenzofuran-3-carboxylate (95 g, 353 mmol) in CHCl3 (1000 mL), fuming HNO3 (192 mL, 95%) was added dropwise at −20° C. over 90 min and stirred at 0° C. for 1 hour. The reaction mixture was added to ice water and extracted with CH2Cl2. The organic layer was washed with NaHCO3 and brine. The solvent was removed by distillation to provide the crude product of ethyl 5-bromo-6-nitrobenzofuran-3-carboxylate (95 g, yield: 85%). It was used for the next step without further ... Starting materials: BrC=1C=CC2=C(C(=CO2)C(=O)OCC)C1 (ethyl 5-bromobenzofuran-3-carboxylate), [N+](=O)(O)[O-] (HNO3), ice water. As a reaction SMILES: [Br:1][C:2]1[CH:3]=[CH:4][C:5]2[O:9][CH:8]=[C:7]([C:10]([O:12][CH2:13][CH3:14])=[O:11])[C:6]=2[CH:15]=1.[N+:16]([O-])([OH:18])=[O:17]>C(Cl)(Cl)Cl>[Br:1][C:2]1[C:3]([N+:16]([O-:18])=[O:17])=[CH:4][C:5]2[O:9][CH:8]=[C:7]([C:10]([O:12][CH2:13][CH3:14])=[O:11])[C:6]=2[CH:15]=1. Conditions: temperature 0 celsius, time 1 hour. Yields the product crude product, BrC=1C(=CC2=C(C(=CO2)C(=O)OCC)C1)[N+](=O)[O-] (ethyl 5-bromo-6-nitrobenzofuran-3-carboxylate). Starting materials: N(=N\C(=O)OC(C)C)/C(=O)OC(C)C ((E)-diisopropyl diazene-1,2-dicarboxylate), C1(=CC=CC=C1)O (phenol), C1(=CC=CC=C1)P(C1=CC=CC=C1)C1=CC=CC=C1 (triphenylphosphine), OCC=1C=C(C(=O)OC)C=CN1 (Methyl 2-(hydroxymethyl)isonicotinate). The solvent is C1CCOC1 (THF). Run at time 2 hour. Product: O(C1=CC=CC=C1)CC=1C=C(C(=O)OC)C=CN1 (Methyl 2-(phenoxymethyl)isonicotinate). Isolated yield 81.6%. As a reaction SMILES: [OH:1][CH2:2][C:3]1[CH:4]=[C:5]([CH:10]=[CH:11][N:12]=1)[C:6]([O:8][CH3:9])=[O:7].[C:13]1(O)[CH:18]=[CH:17][CH:16]=[CH:15][CH:14]=1.C1(P(C2C=CC=CC=2)C2C=CC=CC=2)C=CC=CC=1.N(/C(OC(C)C)=O)=N\C(OC(C)C)=O>C1COCC1>[O:1]([CH2:2][C:3]1[CH:4]=[C:5]([CH:10]=[CH:11][N:12]=1)[C:6]([O:8][CH3:9])=[O:7])[C:13]1[CH:18]=[CH:17][CH:16]=[CH:15][CH:14]=1. Reported procedure: Methyl 2-(hydroxymethyl)isonicotinate (2.232 g, 13.35 mmol) dissolved in THF (15 mL) and phenol (1.426 mL, 16.02 mmol) and triphenylphosphine (3.71 mL, 16.02 mmol) were added. The mixture was cooled to 0° C. (E)-diisopropyl diazene-1,2-dicarboxylate (3.24 g, 16.02 mmol) was added dropwise, the ice-bath removed and the reaction stirred at room temperature for 2 h. The solvent was evaporated and the residue was purified by automated flash chromatography on a Biotage® KP-SIL 340 g column. 4:1 of Et... Reactants: N1CCCCCC1 (azepane), ClCCCO (3-chloro-1-propanol), [OH-].[K+] (KOH). Run in C(C)O (ethanol). Yields the product OCCCN1CCCCCC1 (N-(3-hydroxypropyl)azepane). Yield: 88.0%. RXN SMILES: [NH:1]1[CH2:7][CH2:6][CH2:5][CH2:4][CH2:3][CH2:2]1.Cl[CH2:9][CH2:10][CH2:11][OH:12].[OH-].[K+]>C(O)C>[OH:12][CH2:11][CH2:10][CH2:9][N:1]1[CH2:7][CH2:6][CH2:5][CH2:4][CH2:3][CH2:2]1 |f:2.3|. Procedure: A solution of 1 mole of azepane and 0.5 mole of 3-chloro-1-propanol in 500 ml of ethanol was refluxed for 18 hours. The reaction mixture was treated with 0.55 mole of KOH and refluxed for 0.75 hour. Cooling, filtration and distillation yielded 88% of N-(3-hydroxypropyl)azepane (b.p.=136° C. at 21 mm; analysis for C9H19NO, calculated: %N=8.91; found: %N=8.30). The reactants are C(C)OC(=O)N1CCN(CC1)C([C@H](CCC(=O)OC(C)(C)C)NC(=O)C1=NN(C(=C1)OC1(CCC1)C(=O)OCC)C1=CC(=CC=C1)OC)=O (4-((S)-4-tert-Butoxycarbonyl-2-{[5-(1-ethoxycarbonyl-cyclobutoxy)-1-(3-methoxy-phenyl)-1H-pyrazole-3-carbonyl]-amino}-butyryl)-piperazine-1-carboxylic acid ethyl ester), C1(=CC=CC=C1)C (toluene). Run in C(Cl)Cl (DCM), C(=O)(C(F)(F)F)O (TFA). The product is C(C)OC(=O)N1CCN(CC1)C([C@H](CCC(=O)O)NC(=O)C1=NN(C(=C1)OC1(CCC1)C(=O)OCC)C1=CC(=CC=C1)OC)=O (4-((S)-4-Carboxy-2-{[5-(1-ethoxycarbonyl-cyclobutoxy)-1-(3-methoxy-phenyl)-1H-pyrazole-3-carbonyl]-amino}-butyryl)-piperazine-1-carboxylic acid ethyl ester). As a reaction SMILES: [CH2:1]([O:3][C:4]([N:6]1[CH2:11][CH2:10][N:9]([C:12](=[O:49])[C@@H:13]([NH:23][C:24]([C:26]2[CH:30]=[C:29]([O:31][C:32]3([C:36]([O:38][CH2:39][CH3:40])=[O:37])[CH2:35][CH2:34][CH2:33]3)[N:28]([C:41]3[CH:46]=[CH:45][CH:44]=[C:43]([O:47][CH3:48])[CH:42]=3)[N:27]=2)=[O:25])[CH2:14][CH2:15][C:16]([O:18]C(C)(C)C)=[O:17])[CH2:8][CH2:7]1)=[O:5])[CH3:2].C1(C)C=CC=CC=1>C(Cl)Cl.C(O)(C(F)(F)F)=O>[CH2:1]([O:3][C:4]([N:6]1[CH2:11][CH2:10][N:9]([C:12](=[O:49])[C@@H:13]([NH:23][C:24]([C:26]2[CH:30]=[C:29]([O:31][C:32]3([C:36]([O:38][CH2:39][CH3:40])=[O:37])[CH2:35][CH2:34][CH2:33]3)[N:28]([C:41]3[CH:46]=[CH:45][CH:44]=[C:43]([O:47][CH3:48])[CH:42]=3)[N:27]=2)=[O:25])[CH2:14][CH2:15][C:16]([OH:18])=[O:17])[CH2:8][CH2:7]1)=[O:5])[CH3:2]. Procedure: To a solution of 90 mg of 4-((S)-4-tert-Butoxycarbonyl-2-{[5-(1-ethoxycarbonyl-cyclobutoxy)-1-(3-methoxy-phenyl)-1H-pyrazole-3-carbonyl]-amino}-butyryl)-piperazine-1-carboxylic acid ethyl ester in 3 ml of DCM, 0.3 ml of TFA was added at RT. After 4 h 20 ml of toluene was added and the solvents were removed under reduced pressure. The residue was purified by preparative HPLC (C18 reverse phase column, elution with a water/MeCN gradient with 0.1% TFA). The fractions containing the product were eva... The reactants are Cl, NC(=O)CC(N)C(=O)O, [Na+], C1COCCO1, [OH-], Cc1ccc(S(=O)(=O)Cl)cc1. Product: Cc1ccc(S(=O)(=O)NC(CC(N)=O)C(=O)O)cc1. Reaction SMILES: [ClH:23].[NH2:1][CH:2]([CH2:3][C:4]([NH2:5])=[O:6])[C:7]([OH:8])=[O:9].[Na+:11].[O:24]1[CH2:25][CH2:26][O:27][CH2:28][CH2:29]1.[OH-:10].[c:12]1([CH3:22])[cH:13][cH:14][c:15]([S:18](=[O:19])(=[O:20])[Cl:21])[cH:16][cH:17]1>>[NH:1]([CH:2]([CH2:3][C:4]([NH2:5])=[O:6])[C:7]([OH:8])=[O:9])[S:18]([c:15]1[cH:14][cH:13][c:12]([CH3:22])[cH:17][cH:16]1)(=[O:19])=[O:20]. Starting materials: C1(=CC=CC=C1)CCS(=O)CCC1=CC=CC=C1 (Bis-(2- phenylethyl)sulfoxide), C(C)N(CC)S(F)(F)F (diethylaminosulfur trifluoride). Run in ClCCl (dichloromethane). The product is C1(=CC=CC=C1)CCSC(CC1=CC=CC=C1)F ((2-Phenylethyl)-(1-fluoro-2-phenylethyl)sulfide). Reaction SMILES: [C:1]1([CH2:7][CH2:8][S:9]([CH2:11][CH2:12][C:13]2[CH:18]=[CH:17][CH:16]=[CH:15][CH:14]=2)=O)[CH:6]=[CH:5][CH:4]=[CH:3][CH:2]=1.C(N(S(F)(F)[F:25])CC)C>ClCCl>[C:1]1([CH2:7][CH2:8][S:9][CH:11]([F:25])[CH2:12][C:13]2[CH:18]=[CH:17][CH:16]=[CH:15][CH:14]=2)[CH:6]=[CH:5][CH:4]=[CH:3][CH:2]=1. Reported procedure: According to the procedure of McCarthy et. al. (J. Amer. Chem. Soc. 1985, 107, 735), the resultant compound of Example 2 was treated with diethylaminosulfur trifluoride in dichloromethane to give the desired compound. Reactants: C(C)(C)(C)O[C@H](C(=O)O)C=1C(=C2C=CC(=NC2=CC1C)CN(C1=CC=CC=C1)C)C1=CC=C(C=C1)Cl ((S)-2-tert-butoxy-2-(5-(4-chlorophenyl)-7-methyl-2-((methyl(phenyl)amino) methyl)quinolin-6-yl)acetic acid), C(C)(C)(C)O[C@H](C(=O)OCC)C=1C(=C2C=CC(=NC2=CC1C)C(N(C)C)=O)C1=CC=C(C=C1)Cl ((S)-ethyl 2-tert-butoxy-2-(5-(4-chlorophenyl)-2-(dimethylcarbamoyl)-7-methylquinolin-6-yl)acetate). The product is C(C)(C)(C)O[C@H](C(=O)O)C=1C(=C2C=CC(=NC2=CC1C)C(N(C)C)=O)C1=CC=C(C=C1)Cl ((S)-2-tert-Butoxy-2-(5-(4-chlorophenyl)-2-(dimethylcarbamoyl)-7-methylquinolin-6-yl)acetic acid). Reaction SMILES: C(O[C@@H](C1C(C2C=CC(Cl)=CC=2)=C2C(=CC=1C)N=C(CN(C)C1C=CC=CC=1)C=C2)C(O)=O)(C)(C)C.[C:37]([O:41][C@@H:42]([C:48]1[C:49]([C:64]2[CH:69]=[CH:68][C:67]([Cl:70])=[CH:66][CH:65]=2)=[C:50]2[C:55](=[CH:56][C:57]=1[CH3:58])[N:54]=[C:53]([C:59](=[O:63])[N:60]([CH3:62])[CH3:61])[CH:52]=[CH:51]2)[C:43]([O:45]CC)=[O:44])([CH3:40])([CH3:39])[CH3:38]>>[C:37]([O:41][C@@H:42]([C:48]1[C:49]([C:64]2[CH:65]=[CH:66][C:67]([Cl:70])=[CH:68][CH:69]=2)=[C:50]2[C:55](=[CH:56][C:57]=1[CH3:58])[N:54]=[C:53]([C:59](=[O:63])[N:60]([CH3:62])[CH3:61])[CH:52]=[CH:51]2)[C:43]([OH:45])=[O:44])([CH3:40])([CH3:38])[CH3:39]. Procedure: (S)-2-tert-Butoxy-2-(5-(4-chlorophenyl)-2-(dimethylcarbamoyl)-7-methylquinolin-6-yl)acetic acid was prepared following the procedure used to prepare compound (S)-2-tert-butoxy-2-(5-(4-chlorophenyl)-7-methyl-2-((methyl(phenyl)amino) methyl)quinolin-6-yl)acetic acid of Example 14, except that (S)-ethyl 2-tert-butoxy-2-(5-(4-chlorophenyl)-2-(dimethylcarbamoyl)-7-methylquinolin-6-yl)acetate was used instead of (S)-ethyl 2-tert-butoxy-2-(5-(4-chlorophenyl)-7-methyl-2-((methyl(phenyl)amino)methyl) qui...